This data is from the Open Reaction Database (ORD), a public repository of structured organic reaction records. The task is: describe an organic reaction: reactants, conditions, products, and yield Procedure details: 5.1 parts by volume of 30% strength by weight hydrogen peroxide were added dropwise to a solution of 16 parts by weight of 1-phenyl-4-(cyclohexylthio)-5-chloropyridazin-6-one in 100 parts by volume of glacial acetic acid, and stirring was continued for 12 hours at 60° C. The reaction mixture was then stirred into 1,000 parts by volume of water, and the precipitate was filtered off under suction, washed with water and dried under reduced pressure. 16.3 parts by weight of 1-phenyl-4-(cyclohexyl-su... The product is C1(=CC=CC=C1)N1N=CC(=C(C1=O)Cl)S(=O)C1CCCCC1 (1-phenyl-4-(cyclohexyl-sulfinyl)-5-chloropyridazin-6-one). The reactants are OO (hydrogen peroxide), 16, C1(=CC=CC=C1)N1N=CC(=C(C1=O)Cl)SC1CCCCC1 (1-phenyl-4-(cyclohexylthio)-5-chloropyridazin-6-one), C(C)(=O)O (acetic acid). Run in O (water). Reaction conditions: time 12 hour. As a reaction SMILES: OO.[C:3]1([N:9]2[C:14](=[O:15])[C:13]([Cl:16])=[C:12]([S:17][CH:18]3[CH2:23][CH2:22][CH2:21][CH2:20][CH2:19]3)[CH:11]=[N:10]2)[CH:8]=[CH:7][CH:6]=[CH:5][CH:4]=1.C(O)(=[O:26])C>O>[C:3]1([N:9]2[C:14](=[O:15])[C:13]([Cl:16])=[C:12]([S:17]([CH:18]3[CH2:23][CH2:22][CH2:21][CH2:20][CH2:19]3)=[O:26])[CH:11]=[N:10]2)[CH:4]=[CH:5][CH:6]=[CH:7][CH:8]=1. The reactants are FC1=C(C=C(C#N)C=C1)[N+](=O)[O-] (4-fluoro-3-nitrobenzonitrile), C(CC(=O)OC)(=O)OC (dimethyl malonate), [H-].[Na+] (NaH). Solvent: CN(C)C=O (DMF). Product: C(#N)C1=CC(=C(C=C1)C(C(=O)OC)C(=O)OC)[N+](=O)[O-] (dimethyl (4-cyano-2-nitrophenyl)malonate). Yield: 39.4%. RXN SMILES: F[C:2]1[CH:9]=[CH:8][C:5]([C:6]#[N:7])=[CH:4][C:3]=1[N+:10]([O-:12])=[O:11].[C:13]([O:20][CH3:21])(=[O:19])[CH2:14][C:15]([O:17][CH3:18])=[O:16].[H-].[Na+]>CN(C=O)C>[C:6]([C:5]1[CH:8]=[CH:9][C:2]([CH:14]([C:13]([O:20][CH3:21])=[O:19])[C:15]([O:17][CH3:18])=[O:16])=[C:3]([N+:10]([O-:12])=[O:11])[CH:4]=1)#[N:7] |f:2.3|. Procedure details: To a solution of 4-fluoro-3-nitrobenzonitrile (300 mg) and dimethyl malonate (286 mg) in DMF was added 60% NaH at 0° C., followed by reaction at room temperature to obtain dimethyl (4-cyano-2-nitrophenyl)malonate (198 mg). The reactants are BrC1=C(C=CC=C1)CC(=O)O (2-bromophenylacetic acid), CC1=C(N)C=CC(=C1)C (2,4-dimethylaniline). Yields the product CC1=C(C=CC(=C1)C)NC1=C(C=CC=C1)CC(=O)O (2-[(2,4-dimethylphenyl)amino]phenylacetic acid). RXN SMILES: Br[C:2]1[CH:7]=[CH:6][CH:5]=[CH:4][C:3]=1[CH2:8][C:9]([OH:11])=[O:10].[CH3:12][C:13]1[CH:19]=[C:18]([CH3:20])[CH:17]=[CH:16][C:14]=1[NH2:15]>>[CH3:12][C:13]1[CH:19]=[C:18]([CH3:20])[CH:17]=[CH:16][C:14]=1[NH:15][C:2]1[CH:7]=[CH:6][CH:5]=[CH:4][C:3]=1[CH2:8][C:9]([OH:11])=[O:10]. Reported procedure: In the manner described in example 3, 2-bromophenylacetic acid is condensed with 2,4-dimethylaniline to yield 2-[(2,4-dimethylphenyl)amino]phenylacetic acid. Reactants: ice, C(#N)[BH3-].[Na+] (sodium cyanoborohydride), Cl (hydrochloric acid), Cl.C(C)(C)NC(CC=1C(NCCC2C1C1=CC=C(C=C1CC2)OC)=O)C (1-(2-isopropylaminopropyl)-9-methoxy-3,4,5,5a,6,7-hexahydro-2H-naphth[1,2-d]azepin-2-one hydrochloride), C(CCCCCC)=O (heptaldehyde). Solvent: C(C)(=O)O (acetic acid), C(C)#N (acetonitrile). Reaction conditions: time 2 hour. The product is C(C)(C)N(CCCCCCC)C(CC=1C(NCCC2C1C1=CC=C(C=C1CC2)OC)=O)C (1-[2-(N-isopropyl-N-heptylamino)propyl]-9-methoxy-3,4,5,5a,6,7-hexahydro-2H-naphth[1,2-d]azepin-2-one). As a reaction SMILES: Cl.[CH:2]([NH:5][CH:6]([CH3:26])[CH2:7][C:8]1[C:9](=[O:25])[NH:10][CH2:11][CH2:12][CH:13]2[CH2:22][CH2:21][C:20]3[C:15](=[CH:16][CH:17]=[C:18]([O:23][CH3:24])[CH:19]=3)[C:14]=12)([CH3:4])[CH3:3].[CH:27](=O)[CH2:28][CH2:29][CH2:30][CH2:31][CH2:32][CH3:33].C([BH3-])#N.[Na+].Cl>C(#N)C.C(O)(=O)C>[CH:2]([N:5]([CH:6]([CH3:26])[CH2:7][C:8]1[C:9](=[O:25])[NH:10][CH2:11][CH2:12][CH:13]2[CH2:22][CH2:21][C:20]3[C:15](=[CH:16][CH:17]=[C:18]([O:23][CH3:24])[CH:19]=3)[C:14]=12)[CH2:27][CH2:28][CH2:29][CH2:30][CH2:31][CH2:32][CH3:33])([CH3:3])[CH3:4] |f:0.1,3.4|. Procedure: 2.66 ml of glacial acetic acid are added dropwise to the ice-cooled mixture of 5.0 g of slow moving 1-(2-isopropylaminopropyl)-9-methoxy-3,4,5,5a,6,7-hexahydro-2H-naphth[1,2-d]azepin-2-one hydrochloride, 15.2 g of heptaldehyde, 2.52 g of sodium cyanoborohydride and 53 ml of acetonitrile. The mixture is stirred at room temperature for 2 hours, cooled, acidified to pH=1 with concentrated hydrochloric acid and evaporated to remove the acetonitrile. The residue is diluted with water, the solution wa...